From a dataset of the Open Reaction Database (ORD), a public repository of structured organic reaction records. describe an organic reaction: reactants, conditions, products, and yield Starting materials: OCCN(CCS(=O)(=O)O)CCO (N,N-di[(2-hydroxy)ethyl]taurine), COC=1C=C(C(=O)Cl)C=C(C1OC)OC (3,4,5-trimethoxybenzoyl chloride). Run in C(C)O (ethanol), N1=CC=CC=C1 (pyridine). Run at temperature 80 celsius, time 1 hour. The product is COC=1C=C(C(=O)OCCN(CCS(=O)(=O)O)CCOC(C2=CC(=C(C(=C2)OC)OC)OC)=O)C=C(C1OC)OC (N,N-di-[2-(3,4,5-trimethoxybenzoyloxy)ethyl]taurine). As a reaction SMILES: [OH:1][CH2:2][CH2:3][N:4]([CH2:11][CH2:12][OH:13])[CH2:5][CH2:6][S:7]([OH:10])(=[O:9])=[O:8].[CH3:14][O:15][C:16]1[CH:17]=[C:18]([CH:22]=[C:23]([O:27][CH3:28])[C:24]=1[O:25][CH3:26])[C:19](Cl)=[O:20]>N1C=CC=CC=1.C(O)C>[CH3:14][O:15][C:16]1[CH:17]=[C:18]([CH:22]=[C:23]([O:27][CH3:28])[C:24]=1[O:25][CH3:26])[C:19]([O:1][CH2:2][CH2:3][N:4]([CH2:11][CH2:12][O:13][C:19](=[O:20])[C:18]1[CH:17]=[C:16]([O:15][CH3:14])[C:24]([O:25][CH3:26])=[C:23]([O:27][CH3:28])[CH:22]=1)[CH2:5][CH2:6][S:7]([OH:10])(=[O:8])=[O:9])=[O:20]. Reported procedure: 8.5 G of the product obtained in Example 2 (a) was suspended in 25 ml of anhydrous pyridine, and 18.4 g of 3,4,5-trimethoxybenzoyl chloride added slowly under agitation. After being left for one hour at ambient temperature the mixture was heated to 80° C. for a further hour. It was then cooled to ambient temperature, diluted with 50 ml of ethanol and left to stand in a refrigerator. A colourless crystalline compound precipitated which milted at 174°-178° C. After recrystallisation from methanol,... Reactants: C(CCCCCCCCCC)C#N (undecyl cyanide), NCCO (2-aminoethanol), N (ammonia). Reagents/catalysts: O.O.C(C)(=O)[O-].[Cd+2].C(C)(=O)[O-] (cadmium acetate dihydrate). Run in C(CCC)O (1-butanol). Run at temperature 125 celsius. The product is C(CCCCCCCCCC)C=1OCCN1 (2-undecyl-2-oxazoline). Yield: 88.0%. As a reaction SMILES: [CH2:1]([C:12]#[N:13])[CH2:2][CH2:3][CH2:4][CH2:5][CH2:6][CH2:7][CH2:8][CH2:9][CH2:10][CH3:11].N[CH2:15][CH2:16][OH:17].N>O.O.C([O-])(=O)C.[Cd+2].C([O-])(=O)C.C(O)CCC>[CH2:1]([C:12]1[O:17][CH2:16][CH2:15][N:13]=1)[CH2:2][CH2:3][CH2:4][CH2:5][CH2:6][CH2:7][CH2:8][CH2:9][CH2:10][CH3:11] |f:3.4.5.6.7|. Reported procedure: The reaction was carried out under nitrogen atmosphere in a three neck flask equipped with a magnetic stirring bar, reflux condenser, addition funnel and thermometer. 50 ml of 1-butanol and 667 mg (2.5 mmoles) of cadmium acetate dihydrate was introduced and the catalyst was dissolved by slight warming. 18.13 g (100 mmoles) of undecyl cyanide was added and the solution was heated to 125° C. 7.33 g (120 mmoles) of 2-aminoethanol was then added dropwise controlling the evolution of ammonia. At the ... The reactants are CCOC(=O)C (EtOAc), COC(=O)[C@H]1N(CC=2C=C3C(=CC2C1)OC[C@@H](O3)C3=CC=C(C=C3)OC(C)=O)[C@@H](CC)C3=CC=CC=C3 ((3S,8S)-3-(4-Acetoxy-phenyl)-7-((S)-1-phenyl-propyl)-2,3,6,7,8,9-hexahydro-[1,4]dioxino[2,3-g]isoquinoline-8-carboxylic acid methyl ester), O (water), C(=O)(O)[O-].[Na+] (NaHCO3). The solvent is CO (methanol). Run at time 2.5 hour. Yields the product COC(=O)[C@H]1N(CC=2C=C3C(=CC2C1)OC[C@@H](O3)C3=CC=C(C=C3)O)[C@@H](CC)C3=CC=CC=C3 ((3S,8S)-3-(4-Hydroxy-phenyl)-7-((S)-1-phenyl-propyl)-2,3,6,7,8,9-hexahydro-[1,4]dioxino[2,3-g]isoquinoline-8-carboxylic acid methyl ester). The yield is 100.1%. RXN SMILES: [CH3:1][O:2][C:3]([C@@H:5]1[CH2:14][C:13]2[CH:12]=[C:11]3[O:15][CH2:16][C@H:17]([C:19]4[CH:24]=[CH:23][C:22]([O:25]C(=O)C)=[CH:21][CH:20]=4)[O:18][C:10]3=[CH:9][C:8]=2[CH2:7][N:6]1[C@H:29]([C:32]1[CH:37]=[CH:36][CH:35]=[CH:34][CH:33]=1)[CH2:30][CH3:31])=[O:4].C([O-])(O)=O.[Na+].O.CCOC(C)=O>CO>[CH3:1][O:2][C:3]([C@@H:5]1[CH2:14][C:13]2[CH:12]=[C:11]3[O:15][CH2:16][C@H:17]([C:19]4[CH:24]=[CH:23][C:22]([OH:25])=[CH:21][CH:20]=4)[O:18][C:10]3=[CH:9][C:8]=2[CH2:7][N:6]1[C@H:29]([C:32]1[CH:33]=[CH:34][CH:35]=[CH:36][CH:37]=1)[CH2:30][CH3:31])=[O:4] |f:1.2|. Reported procedure: (3S,8S)-3-(4-Acetoxy-phenyl)-7-((S)-1-phenyl-propyl)-2,3,6,7,8,9-hexahydro-[1,4]dioxino[2,3-g]isoquinoline-8-carboxylic acid methyl ester (120 mg) was dissolved in methanol (5 mL). To this solution was added NaHCO3 (400 mg). The mixture was stirred at rt for 2-3 h. After completion of the reaction, the mixture was poured into water (10 mL) and was extraxcted with EtOAc (30 mL). The organic layer was washed with water, brine, dried and concentracted to get the desired product as a white solid (11...